Dataset: the Open Reaction Database (ORD), a public repository of structured organic reaction records. Task: describe an organic reaction: reactants, conditions, products, and yield Reactants: OCCBr, CC(C)(C)[Si](C)(C)Cl, CN(C)C=O, c1c[nH]cn1. The product is CC(C)(C)[Si](C)(C)OCCBr. As a reaction SMILES: [Br:14][CH2:15][CH2:16][OH:17].[C:6]([CH3:7])([CH3:8])([CH3:9])[Si:10]([CH3:11])([CH3:12])[Cl:13].[CH3:18][N:19]([CH3:20])[CH:21]=[O:22].[nH:1]1[cH:2][cH:3][n:4][cH:5]1>>[C:6]([CH3:7])([CH3:8])([CH3:9])[Si:10]([CH3:11])([CH3:12])[O:17][CH2:16][CH2:15][Br:14]. Reactants: CC=1C=C(C=C(C1)NC1=NC=CC(=N1)C(F)(F)F)C1=CC(=CC=C1)C(=O)OC (methyl 3′-methyl-5′-{[4-(trifluoromethyl)pyrimidin-2-yl]amino}biphenyl-3-carboxylate), [OH-].[Na+] (sodium hydroxide), Cl (hydrochloric acid). The solvent is CO (methanol), [Cl-].[Na+].O (brine), C(C)(=O)OCC (ethyl acetate). Reaction conditions: temperature 110 celsius. Product: CC=1C=C(C=C(C1)NC1=NC=CC(=N1)C(F)(F)F)C1=CC(=CC=C1)C(=O)O (3′-methyl-5′-{[4-(trifluoromethyl)pyrimidin-2-yl]amino}biphenyl-3-carboxylic acid). Reaction SMILES: [CH3:1][C:2]1[CH:3]=[C:4]([C:19]2[CH:24]=[CH:23][CH:22]=[C:21]([C:25]([O:27]C)=[O:26])[CH:20]=2)[CH:5]=[C:6]([NH:8][C:9]2[N:14]=[C:13]([C:15]([F:18])([F:17])[F:16])[CH:12]=[CH:11][N:10]=2)[CH:7]=1.[OH-].[Na+].Cl>CO.[Cl-].[Na+].O.C(OCC)(=O)C>[CH3:1][C:2]1[CH:3]=[C:4]([C:19]2[CH:24]=[CH:23][CH:22]=[C:21]([C:25]([OH:27])=[O:26])[CH:20]=2)[CH:5]=[C:6]([NH:8][C:9]2[N:14]=[C:13]([C:15]([F:18])([F:16])[F:17])[CH:12]=[CH:11][N:10]=2)[CH:7]=1 |f:1.2,5.6.7|. Reported procedure: A suspension of methyl 3′-methyl-5′-{[4-(trifluoromethyl)pyrimidin-2-yl]amino}biphenyl-3-carboxylate (550 mg, 1.420 mmol) and aqueous sodium hydroxide (1 M, 1.63 mL, 1.63 mmol) in methanol (9 mL) was heated to 110° C. for 10 minutes in a microwave reactor. The reaction mixture was then diluted with aqueous hydrochloric acid (2 M, 0.89 mL, 1.78 mmol), brine (20 mL), and ethyl acetate (50 mL). The layers were separated and the aqueous layer was extracted with ethyl acetate (15 mL). The combined or... Starting materials: CCO, CN(C)c1ccc(C#N)cn1, NO. Product: CN(C)c1ccc(C(=N)NO)cn1. As a reaction SMILES: [CH3:14][CH2:15][OH:16].[CH3:1][N:2]([c:3]1[n:4][cH:5][c:6]([C:7]#[N:8])[cH:9][cH:10]1)[CH3:11].[NH2:12][OH:13]>>[CH3:1][N:2]([c:3]1[n:4][cH:5][c:6]([C:7](=[NH:8])[NH:12][OH:13])[cH:9][cH:10]1)[CH3:11]. Starting materials: ethanol-pyridine, ClC1=C(C(=CC=C1C)Cl)NC1=C(C=O)C=CC=C1 (2-[(2,6-dichloro-3-methylphenyl)amino]benzaldehyde), C(C=C)ON (O-allyl hydroxylamine). Run in C(C)(=O)OCC (ethyl acetate). Yields the product C(C=C)ON=CC1=C(C=CC=C1)NC1=C(C(=CC=C1Cl)C)Cl (2-[(2,6-dichloro-3-methylphenyl)amino]benzaldehyde-O-allyl oxime). The yield is 94.0%. Reaction SMILES: [Cl:1][C:2]1[C:7]([CH3:8])=[CH:6][CH:5]=[C:4]([Cl:9])[C:3]=1[NH:10][C:11]1[CH:18]=[CH:17][CH:16]=[CH:15][C:12]=1[CH:13]=O.[CH2:19]([O:22][NH2:23])[CH:20]=[CH2:21]>C(OCC)(=O)C>[CH2:19]([O:22][N:23]=[CH:13][C:12]1[CH:15]=[CH:16][CH:17]=[CH:18][C:11]=1[NH:10][C:3]1[C:4]([Cl:9])=[CH:5][CH:6]=[C:7]([CH3:8])[C:2]=1[Cl:1])[CH:20]=[CH2:21]. Procedure: A solution in 3:1 ethanol-pyridine of 2-[(2,6-dichloro-3-methylphenyl)amino]benzaldehyde, prepared as in Example 1, steps 1-2, and O-allyl hydroxylamine(1.3 eq) was heated at reflux for 2 days. The reaction mixture was poured into ethyl acetate and the mixture was extracted with 10% aqueous HCl. Chromatography on silica gel (20% CH2Cl2 /hexanes) gave 2-[(2,6-dichloro-3-methylphenyl)amino]benzaldehyde-O-allyl oxime (1.13 g, 94%). Reactants: C(C)N1N=C(C(=C1)N(C(C(C1=CC=CC=C1)=O)=O)CCC=1C=NC(=CC1)C(F)(F)F)C (N-(1-ethyl-3-methyl-1H-pyrazol-4-yl)-2-oxo-2-phenyl-N-[2-(6-trifluoromethyl-pyridin-3-yl)-ethyl]-acetamide), [BH4-].[Na+] (NaBH4). Solvent: CO (MeOH). Conditions: temperature 0 celsius, time 12 hour. Yields the product C(C)N1N=C(C(=C1)N(C([C@H](C1=CC=CC=C1)O)=O)CCC=1C=NC(=CC1)C(F)(F)F)C ((S)—N-(1-Ethyl-3-methyl-1H-pyrazol-4-yl)-2-hydroxy-2-phenyl-N-[2-(6-trifluoromethyl-pyridin-3-yl)-ethyl]-acetamide). Isolated yield 115.6%. Reaction SMILES: [CH2:1]([N:3]1[CH:7]=[C:6]([N:8]([CH2:19][CH2:20][C:21]2[CH:22]=[N:23][C:24]([C:27]([F:30])([F:29])[F:28])=[CH:25][CH:26]=2)[C:9](=[O:18])[C:10](=[O:17])[C:11]2[CH:16]=[CH:15][CH:14]=[CH:13][CH:12]=2)[C:5]([CH3:31])=[N:4]1)[CH3:2].[BH4-].[Na+]>CO>[CH2:1]([N:3]1[CH:7]=[C:6]([N:8]([CH2:19][CH2:20][C:21]2[CH:22]=[N:23][C:24]([C:27]([F:30])([F:28])[F:29])=[CH:25][CH:26]=2)[C:9](=[O:18])[C@@H:10]([OH:17])[C:11]2[CH:12]=[CH:13][CH:14]=[CH:15][CH:16]=2)[C:5]([CH3:31])=[N:4]1)[CH3:2] |f:1.2|. Procedure: A solution of N-(1-ethyl-3-methyl-1H-pyrazol-4-yl)-2-oxo-2-phenyl-N-[2-(6-trifluoromethyl-pyridin-3-yl)-ethyl]-acetamide (145 mg, 0.34 mmol) was dissolved in MeOH (4 mL), cooled to 0° C. and treated with NaBH4 (38 mg, 1 mmol) and stirred for 12 h at ambient temperature. The reaction mixture was quenched with aqueous K2CO3 (2 M, 1 mL), concentrated, then redissolved in EtOAc (15 mL) and washed with aqueous K2CO3 (2 M, 3×15 mL). The combined aqueous layers were extracted with EtOAc (3×15 mL) and t... Starting materials: COC([C@@H](NC(=O)C1(CCCC1)C1=CC=CC=C1)CC1=CC=C(C=C1)[N+](=O)[O-])=O (N-[(1-phenylcyclopentyl)carbonyl]-4-nitro-L-phenylalanine methyl ester), stannous chloride. Run in C(C)O (ethanol). Product: COC([C@@H](NC(=O)C1(CCCC1)C1=CC=CC=C1)CC1=CC=C(C=C1)N)=O (4-amino-N-[(1-phenylcyclopentyl)carbonyl]-L-phenylalanine methyl ester). The yield is 89.1%. Reaction SMILES: [CH3:1][O:2][C:3](=[O:29])[C@H:4]([CH2:19][C:20]1[CH:25]=[CH:24][C:23]([N+:26]([O-])=O)=[CH:22][CH:21]=1)[NH:5][C:6]([C:8]1([C:13]2[CH:18]=[CH:17][CH:16]=[CH:15][CH:14]=2)[CH2:12][CH2:11][CH2:10][CH2:9]1)=[O:7]>C(O)C>[CH3:1][O:2][C:3](=[O:29])[C@H:4]([CH2:19][C:20]1[CH:21]=[CH:22][C:23]([NH2:26])=[CH:24][CH:25]=1)[NH:5][C:6]([C:8]1([C:13]2[CH:18]=[CH:17][CH:16]=[CH:15][CH:14]=2)[CH2:12][CH2:11][CH2:10][CH2:9]1)=[O:7]. Procedure: A suspension of N-[(1-phenylcyclopentyl)carbonyl]-4-nitro-L-phenylalanine methyl ester (3.5 g, 8.88 mmol) and stannous chloride (10 g, 44 mmol) in 60 mL of ethanol was refluxed for 50 min under argon. The ethanol was then removed under reduced pressure and the residue was treated with 50 mL of saturated NaHCO3 followed by sodium carbonate to adjust pH above 9. The white slurry was extracted with ethyl acetate (3×300 mL). The combined extracts were washed with water (100 mL) and brine (100 mL) an... Starting materials: C1(=CC=CC=C1)C=1N=C(SC1)C(=O)OCC (ethyl 4-phenylthiazole-2-carboxylate), C(=O)=O.O.[Cl-].[Ca+2].[Cl-] (dry ice water calcium chloride). Solvent: C(C)OCC (diethyl ether). Reaction conditions: temperature -40 celsius, time 2.5 hour. The product is OCC=1SC=C(N1)C1=CC=CC=C1 (2-(Hydroxymethyl)-4-phenylthiazole). Yield: 86.2%. As a reaction SMILES: [C:1]1([C:7]2[N:8]=[C:9]([C:12](OCC)=[O:13])[S:10][CH:11]=2)[CH:6]=[CH:5][CH:4]=[CH:3][CH:2]=1.C(=O)=O.O.[Cl-].[Ca+2].[Cl-]>C(OCC)C>[OH:13][CH2:12][C:9]1[S:10][CH:11]=[C:7]([C:1]2[CH:2]=[CH:3][CH:4]=[CH:5][CH:6]=2)[N:8]=1 |f:1.2.3.4.5|. Reported procedure: A solution of ethyl 4-phenylthiazole-2-carboxylate (Example 4B, 1.300 g, 5.57 mmol) in diethyl ether (60 mL) in a 500 mL flask under a nitrogen atmosphere was cooled to −40° C. (dry ice-water-calcium chloride bath) and treated with solid LiAH4 (0.40 g, 10.54 mmol) added all at once. The mixture was stirred at −40° C. over 2.5 h. The reaction was quenched by dropwise addition of ethyl acetate (1 mL), water (0.4 mL) followed by 15% aqueous sodium hydroxide (0.4 mL) and water (1.2 mL). The bath was...